Dataset: the Open Reaction Database (ORD), a public repository of structured organic reaction records. Task: describe an organic reaction: reactants, conditions, products, and yield Reactants: [BH4-], [BH4-], CCOCC, Cl, CCOC(=O)C(Cc1cnc(C(F)(F)F)s1)C(=O)c1ccc(F)cc1, [Zn+2]. The product is CCOC(=O)C(Cc1cnc(C(F)(F)F)s1)C(O)c1ccc(F)cc1. RXN SMILES: [BH4-:32].[BH4-:34].[CH3:27][CH2:28][O:29][CH2:30][CH3:31].[ClH:26].[F:1][c:2]1[cH:3][cH:4][c:5]([C:8]([CH:9]([C:10](=[O:11])[O:12][CH2:13][CH3:14])[CH2:15][c:16]2[cH:17][n:18][c:19]([C:21]([F:22])([F:23])[F:24])[s:20]2)=[O:25])[cH:6][cH:7]1.[Zn+2:33]>>[F:1][c:2]1[cH:3][cH:4][c:5]([CH:8]([CH:9]([C:10](=[O:11])[O:12][CH2:13][CH3:14])[CH2:15][c:16]2[cH:17][n:18][c:19]([C:21]([F:22])([F:23])[F:24])[s:20]2)[OH:25])[cH:6][cH:7]1. Product: C(C)(=O)OCCN1C(=C(C=C1C)C(C1=CC=C(C=C1)Cl)=O)C (2-(3-p-chlorobenzoyl-2,5-dimethylpyrrol 1-yl)ethyl acetate). RXN SMILES: [C:1]([O:4][CH2:5][CH2:6][N:7]1[C:11]([CH3:12])=[CH:10][CH:9]=[C:8]1[CH3:13])(=[O:3])[CH3:2].[Cl:14][C:15]1[CH:23]=[CH:22][C:18]([C:19](Cl)=[O:20])=[CH:17][CH:16]=1.[Cl-].[Al+3].[Cl-].[Cl-]>ClCCCl>[C:1]([O:4][CH2:5][CH2:6][N:7]1[C:8]([CH3:13])=[CH:9][C:10]([C:19](=[O:20])[C:18]2[CH:22]=[CH:23][C:15]([Cl:14])=[CH:16][CH:17]=2)=[C:11]1[CH3:12])(=[O:3])[CH3:2] |f:2.3.4.5|. The solvent is ClCCCl (1,2-dichloroethane). Reported procedure: In 1,2-dichloroethane, 2-(2,5-dimethylpyrrol-1-yl)ethyl acetate was reacted with p-chlorobenzoyl chloride in the presence of aluminum chloride at room temperature for 18 hours to afford compound (340) in a yield of 34.0%. The yield is 34.0%. The reactants are C(C)(=O)OCCN1C(=CC=C1C)C (2-(2,5-dimethylpyrrol-1-yl)ethyl acetate), ClC1=CC=C(C(=O)Cl)C=C1 (p-chlorobenzoyl chloride), [Cl-].[Al+3].[Cl-].[Cl-] (aluminum chloride). The reactants are FC1=NC=CC=C1O (2-fluoro-3-hydroxypyridine), C(C)(=O)OCC[N+](C)(C)C (acetylcholine), C1(=CC=CC=C1)P(C1=CC=CC=C1)C1=CC=CC=C1 (triphenylphosphine), C(C)N(CCO)CCN1C(C=2C(C1=O)=CC=CC2)=O (N-[2-[N-ethyl-N-(2-hydroxyethyl)amino]ethyl]phthalimide), C1CN[C@@H]1COC2=C(N=CC=C2)[18F] (2-[18F]fluoro-3-[2(S)-2-azetidinylmethoxy]pyridine), N(=NC(=O)OC(C)C)C(=O)OC(C)C (diisopropyl azodicarboxylate). Run in O1CCCC1 (tetrahydrofuran). Reaction conditions: time 24 hour. Product: C(C)N(CCOC=1C(=NC=CC1)F)CCN1C(C=2C(C1=O)=CC=CC2)=O (N-[2-[N-ethyl-N-[2-(2-fluoropyridin-3-yloxy)ethyl]amino]ethyl]phthalimide). Yield: 78.7%. RXN SMILES: [CH2:1]([N:3]([CH2:7][CH2:8][N:9]1[C:13](=[O:14])[C:12]2=[CH:15][CH:16]=[CH:17][CH:18]=[C:11]2[C:10]1=[O:19])[CH2:4][CH2:5][OH:6])[CH3:2].[F:20][C:21]1[C:26](O)=[CH:25][CH:24]=[CH:23][N:22]=1.C1[C@@H](COC2C=CC=NC=2[18F])NC1.C(OCC[N+](C)(C)C)(=O)C.C1(P(C2C=CC=CC=2)C2C=CC=CC=2)C=CC=CC=1.N(C(OC(C)C)=O)=NC(OC(C)C)=O>O1CCCC1>[CH2:1]([N:3]([CH2:7][CH2:8][N:9]1[C:13](=[O:14])[C:12]2=[CH:15][CH:16]=[CH:17][CH:18]=[C:11]2[C:10]1=[O:19])[CH2:4][CH2:5][O:6][C:26]1[C:21]([F:20])=[N:22][CH:23]=[CH:24][CH:25]=1)[CH3:2]. Procedure: To a solution of compound 3 (1.65 g, 6.29 mmol) in anhydrous tetrahydrofuran (THF, 80 mL) were successively added, under argon, 2-fluoro-3-hydroxypyridine (0.72 g, 6.37 mmol) (Dollé, F.; Valette, H.; Bottlaender, M.; Hinnen, F.; Vaufrey, F.; Guenther, I.; Crouzel, C. Synthesis of 2-[18F]fluoro-3-[2(S)-2-azetidinylmethoxy]pyridine, a highly potent radioligand for in vivo imaging central nicotinic acetylcholine receptors. J. Label. Compds. Radiopharm. 1998, 41, 451-463), triphenylphosphine (1.65 g... The product is CCCc1c(OCCCn2ccc3c(OC(C)(C)C(=O)OCC)cccc32)ccc2c(C(F)(F)F)noc12. As a reaction SMILES: [C:40](=[O:41])([O-:42])[O-:43].[CH2:1]([CH3:2])[O:3][C:4]([C:5]([CH3:6])([CH3:7])[O:8][c:9]1[c:10]2[cH:11][cH:12][n:13]([CH2:18][CH2:19][CH2:20][Cl:21])[c:14]2[cH:15][cH:16][cH:17]1)=[O:22].[CH2:23]([CH2:24][CH3:25])[c:26]1[c:27]([OH:39])[cH:28][cH:29][c:30]2[c:31]([C:35]([F:36])([F:37])[F:38])[n:32][o:33][c:34]12.[I-:47].[K+:44].[K+:45].[K+:46].[O:49]=[CH:50][N:51]([CH3:52])[CH3:53].[OH2:48]>>[CH2:1]([CH3:2])[O:3][C:4]([C:5]([CH3:6])([CH3:7])[O:8][c:9]1[c:10]2[cH:11][cH:12][n:13]([CH2:18][CH2:19][CH2:20][O:39][c:27]3[c:26]([CH2:23][CH2:24][CH3:25])[c:34]4[c:30]([cH:29][cH:28]3)[c:31]([C:35]([F:36])([F:37])[F:38])[n:32][o:33]4)[c:14]2[cH:15][cH:16][cH:17]1)=[O:22]. Reactants: O=C([O-])[O-], CCOC(=O)C(C)(C)Oc1cccc2c1ccn2CCCCl, CCCc1c(O)ccc2c(C(F)(F)F)noc12, [I-], [K+], [K+], [K+], CN(C)C=O, O.